From a dataset of the Open Reaction Database (ORD), a public repository of structured organic reaction records. describe an organic reaction: reactants, conditions, products, and yield Reactants: 3a, C(CCC)[Li] (n-butyl lithium), CCCCCC (n-hexane), C1CCOC1 (THF), C(C1=CC=CC=C1)N1CCC(CC1)=O (1-benzylpiperidin-4-one), C1CCOC1 (THF). Conditions: temperature 27.5 celsius, time 0.5 hour. The product is C(C1=CC=CC=C1)N1CCC(CC1)(O)C=1OC2=C(C1C)C=CC=C2 (1-benzyl-4-(3-methylbenzofuran-2-yl)piperidin-4-ol), solid. The yield is 21.0%. Reaction SMILES: [CH2:1]([Li])[CH2:2][CH2:3][CH3:4].[CH3:6]CCCCC.[CH2:12]([N:19]1[CH2:24][CH2:23][C:22](=[O:25])[CH2:21][CH2:20]1)[C:13]1[CH:18]=[CH:17][CH:16]=[CH:15][CH:14]=1.[CH2:26]1[CH2:30][O:29][CH2:28][CH2:27]1>>[CH2:12]([N:19]1[CH2:24][CH2:23][C:22]([C:1]2[O:29][C:30]3[CH:26]=[CH:27][CH:28]=[CH:4][C:3]=3[C:2]=2[CH3:6])([OH:25])[CH2:21][CH2:20]1)[C:13]1[CH:14]=[CH:15][CH:16]=[CH:17][CH:18]=1. Procedure: To a stirred solution of 3a (500 mg, 3.79 mmol) in dry THF (5 ml) was dropwise added a solution of n-butyl lithium in n-hexane (1.6M, 2.69 ml, 4.38 mmol) at −78° C. The resulting suspension was stirred at the same temperature for 0.5 h and treated dropwise with a solution of 1-benzylpiperidin-4-one (1.08 g, 5.68 mmol) in dry THF (10 ml). The reaction mixture was stirred −78° C. for 2 h, slowly warmed to 20-35° C. and continued stirring at 20-35° C. for 16 h. The progress of the reaction was moni... Reactants: S1C(=NC2=C1C=CC=C2)NC(=O)C=2C=CC=C1CCN(CC21)C=2SC(=C(N2)C(=O)OC)C#CCO (methyl 2-(8-(benzo[d]thiazol-2-ylcarbamoyl)-3,4-dihydroisoquinolin-2(1H)-yl)-5-(3-hydroxyprop-1-ynyl)thiazole-4-carboxylate). The reagents and catalysts are O=[Pt]=O (PtO2). The solvent is CCOC(=O)C (EtOAc). Reaction conditions: time 8 hour. The product is S1C(=NC2=C1C=CC=C2)NC(=O)C=2C=CC=C1CCN(CC21)C=2SC(=C(N2)C(=O)OC)CCCO (methyl 2-(8-(benzo[d]thiazol-2-ylcarbamoyl)-3,4-dihydroisoquinolin-2(1H)-yl)-5-(3-hydroxypropyl)thiazole-4-carboxylate). As a reaction SMILES: [S:1]1[C:5]2[CH:6]=[CH:7][CH:8]=[CH:9][C:4]=2[N:3]=[C:2]1[NH:10][C:11]([C:13]1[CH:14]=[CH:15][CH:16]=[C:17]2[C:22]=1[CH2:21][N:20]([C:23]1[S:24][C:25]([C:32]#[C:33][CH2:34][OH:35])=[C:26]([C:28]([O:30][CH3:31])=[O:29])[N:27]=1)[CH2:19][CH2:18]2)=[O:12]>CCOC(C)=O.O=[Pt]=O>[S:1]1[C:5]2[CH:6]=[CH:7][CH:8]=[CH:9][C:4]=2[N:3]=[C:2]1[NH:10][C:11]([C:13]1[CH:14]=[CH:15][CH:16]=[C:17]2[C:22]=1[CH2:21][N:20]([C:23]1[S:24][C:25]([CH2:32][CH2:33][CH2:34][OH:35])=[C:26]([C:28]([O:30][CH3:31])=[O:29])[N:27]=1)[CH2:19][CH2:18]2)=[O:12]. Reported procedure: To a solution of methyl 2-(8-(benzo[d]thiazol-2-ylcarbamoyl)-3,4-dihydroisoquinolin-2(1H)-yl)-5-(3-hydroxyprop-1-ynyl)thiazole-4-carboxylate (8D) (1.2 g, 2.31 mmol) in EtOAc (20 mL) was added PtO2 (120 mg, 0.53 mmol). The mixture was stirred at rt under a hydrogen balloon overnight. After this time the mixture was filtered and the filtrate was concentrated to provide the desired product methyl 2-(8-(benzo[d]thiazol-2-ylcarbamoyl)-3,4-dihydroisoquinolin-2(1H)-yl)-5-(3-hydroxypropyl)thiazole-4-car... Reactants: C(C)(=O)N1C(C(C2=CC=C(C=C12)C(=O)OC)=C(C1=CC=CC=C1)OCC)=O (1-acetyl-3-(1-ethoxy-1-phenylmethylene)-6-methoxycarbonyl-2-indolinone), COCCOCCN(C)CC1=CC=C(N)C=C1 (4-((N-(2-(2-methoxy-ethoxy)-ethyl)-N-methyl-amino)-methyl)-aniline). Yields the product COCCOCCN(C)CC1=CC=C(N\C(\C2=CC=CC=C2)=C\2/C(NC3=CC(=CC=C23)C(=O)OC)=O)C=C1 (3-Z-[1-(4-((N-(2-(2-methoxy-ethoxy)-ethyl)-N-methyl-amino)-methyl)-anilino)-1-phenyl-methylene]-6-methoxycarbonyl-2-indolinone). Reaction SMILES: C([N:4]1[C:12]2[C:7](=[CH:8][CH:9]=[C:10]([C:13]([O:15][CH3:16])=[O:14])[CH:11]=2)[C:6](=[C:17](OCC)[C:18]2[CH:23]=[CH:22][CH:21]=[CH:20][CH:19]=2)[C:5]1=[O:27])(=O)C.[CH3:28][O:29][CH2:30][CH2:31][O:32][CH2:33][CH2:34][N:35]([CH2:37][C:38]1[CH:44]=[CH:43][C:41]([NH2:42])=[CH:40][CH:39]=1)[CH3:36]>>[CH3:28][O:29][CH2:30][CH2:31][O:32][CH2:33][CH2:34][N:35]([CH2:37][C:38]1[CH:39]=[CH:40][C:41]([NH:42]/[C:17](=[C:6]2\[C:5](=[O:27])[NH:4][C:12]3[C:7]\2=[CH:8][CH:9]=[C:10]([C:13]([O:15][CH3:16])=[O:14])[CH:11]=3)/[C:18]2[CH:23]=[CH:22][CH:21]=[CH:20][CH:19]=2)=[CH:43][CH:44]=1)[CH3:36]. Procedure details: Prepared from 1-acetyl-3-(1-ethoxy-1-phenylmethylene)-6-methoxycarbonyl-2-indolinone and 4-((N-(2-(2-methoxy-ethoxy)-ethyl)-N-methyl-amino)-methyl)-aniline Rf value: 0.4 (silica gel, methylene chloride/methanol=9:1) C30H33N3O5 As a reaction SMILES: [N:1]1([CH2:7][CH2:8][NH:9][C:10]([C:12]2[NH:13][C:14]([CH:17]=[C:18]3[C:26]4[C:25](Cl)=[N:24][CH:23]=[N:22][C:21]=4[NH:20][C:19]3=[O:28])=[CH:15][CH:16]=2)=[O:11])[CH2:6][CH2:5][O:4][CH2:3][CH2:2]1.[NH:29]1[CH2:34][CH2:33][O:32][CH2:31][CH2:30]1>>[N:1]1([CH2:7][CH2:8][NH:9][C:10]([C:12]2[NH:13][C:14]([CH:17]=[C:18]3[C:26]4[C:25]([N:29]5[CH2:34][CH2:33][O:32][CH2:31][CH2:30]5)=[N:24][CH:23]=[N:22][C:21]=4[NH:20][C:19]3=[O:28])=[CH:15][CH:16]=2)=[O:11])[CH2:6][CH2:5][O:4][CH2:3][CH2:2]1. Procedure details: The title compound (35% yield) was prepared from 5-(4-chloro-6-oxo-6,7-dihydro-pyrrolo[2,3-d]pyrimidin-5-ylidenemethyl)-1H-pyrrole-2-carboxylic acid (2-morpholin-4-yl-ethyl)-amide and morpholine according to the procedure described for Example 14. MS-EI 453 [MZ+]. Yields the product N1(CCOCC1)CCNC(=O)C=1NC(=CC1)C=C1C(NC=2N=CN=C(C21)N2CCOCC2)=O (5-(4-Morpholin-4-yl-6-oxo-6,7-dihydro-pyrrolo[2,3-D]pyrimidin-5-ylidenemethyl)-1H-pyrrole-2-carboxylic Acid (2-Morpholin-4-yl-ethyl)-amide). The yield is 35.0%. The reactants are N1(CCOCC1)CCNC(=O)C=1NC(=CC1)C=C1C(NC=2N=CN=C(C21)Cl)=O (5-(4-chloro-6-oxo-6,7-dihydro-pyrrolo[2,3-d]pyrimidin-5-ylidenemethyl)-1H-pyrrole-2-carboxylic acid (2-morpholin-4-yl-ethyl)-amide), N1CCOCC1 (morpholine). The reactants are BrCCCOCc1ccccc1, Cc1cc(O)ccc1Br, O=C([O-])[O-], CN(C)C=O, [Cs+], [Cs+], [I-], [Na+], O. The product is Cc1cc(OCCCOCc2ccccc2)ccc1Br. As a reaction SMILES: [Br:16][CH2:17][CH2:18][CH2:19][O:20][CH2:21][c:22]1[cH:23][cH:24][cH:25][cH:26][cH:27]1.[Br:1][c:2]1[c:3]([CH3:9])[cH:4][c:5]([OH:8])[cH:6][cH:7]1.[C:10](=[O:11])([O-:12])[O-:13].[CH3:30][N:31]([CH3:32])[CH:33]=[O:34].[Cs+:14].[Cs+:15].[I-:29].[Na+:28].[OH2:35]>>[Br:1][c:2]1[c:3]([CH3:9])[cH:4][c:5]([O:8][CH2:17][CH2:18][CH2:19][O:20][CH2:21][c:22]2[cH:23][cH:24][cH:25][cH:26][cH:27]2)[cH:6][cH:7]1. Starting materials: FC(CNC(=O)C1(C2=CC=CC=C2C=2C=CC=CC12)CCCCBr)(F)F (9-(4-bromo-butyl)-9H-fluorene-9-carboxylic acid-(2,2,2-trifluoro-ethyl)-amide), N1(CCNCC1)C1=NC2=CC=CC=C2C=C1 (piperazin-1-yl-quinoline). The product is FC(CNC(=O)C1(C2=CC=CC=C2C=2C=CC=CC12)CCCCN1CCN(CC1)C1=NC2=CC=CC=C2C=C1)(F)F (9-[4-(4-(quinolin-2-yl)-piperazin-1-yl)-butyl]-9H-fluorene-9-carboxylic acid-(2,2,2-trifluoro-ethyl)-amide). As a reaction SMILES: [F:1][C:2]([F:26])([F:25])[CH2:3][NH:4][C:5]([C:7]1([CH2:20][CH2:21][CH2:22][CH2:23]Br)[C:19]2[CH:18]=[CH:17][CH:16]=[CH:15][C:14]=2[C:13]2[C:8]1=[CH:9][CH:10]=[CH:11][CH:12]=2)=[O:6].[N:27]1([C:33]2[CH:42]=[CH:41][C:40]3[C:35](=[CH:36][CH:37]=[CH:38][CH:39]=3)[N:34]=2)[CH2:32][CH2:31][NH:30][CH2:29][CH2:28]1>>[F:1][C:2]([F:26])([F:25])[CH2:3][NH:4][C:5]([C:7]1([CH2:20][CH2:21][CH2:22][CH2:23][N:30]2[CH2:31][CH2:32][N:27]([C:33]3[CH:42]=[CH:41][C:40]4[C:35](=[CH:36][CH:37]=[CH:38][CH:39]=4)[N:34]=3)[CH2:28][CH2:29]2)[C:19]2[CH:18]=[CH:17][CH:16]=[CH:15][C:14]=2[C:13]2[C:8]1=[CH:9][CH:10]=[CH:11][CH:12]=2)=[O:6]. Procedure: Prepared analogously to Example 2b from 9-(4-bromo-butyl)-9H-fluorene-9-carboxylic acid-(2,2,2-trifluoro-ethyl)-amide and 2-(piperazin-1-yl-quinoline. The reactants are CC(C)(C)OC(=O)NC(Cc1ccccc1)C(O)CCl, O=C([O-])[O-], CCO, [K+], [K+], O, O=C(O)CC(O)(CC(=O)O)C(=O)O. Yields the product CC(C)(C)OC(=O)NC(Cc1ccccc1)C1CO1. RXN SMILES: [C:1]([CH3:2])([CH3:3])([CH3:4])[O:5][C:6](=[O:7])[NH:8][CH:9]([CH:10]([CH2:11][Cl:12])[OH:13])[CH2:14][c:15]1[cH:16][cH:17][cH:18][cH:19][cH:20]1.[C:21](=[O:22])([O-:23])[O-:24].[CH2:41]([OH:42])[CH3:43].[K+:25].[K+:26].[OH2:40].[OH:27][C:28]([CH2:29][C:30]([C:31](=[O:32])[OH:33])([CH2:34][C:35](=[O:36])[OH:37])[OH:38])=[O:39]>>[C:1]([CH3:2])([CH3:3])([CH3:4])[O:5][C:6](=[O:7])[NH:8][CH:9]([CH:10]1[CH2:11][O:13]1)[CH2:14][c:15]1[cH:16][cH:17][cH:18][cH:19][cH:20]1. Starting materials: Cl, CC(C)CCON=O, CC(C)c1ccc(-n2nccc2N)cc1, C1CCOC1. The product is Cl, CC(C)c1ccc(-n2ncc(N=O)c2N)cc1. RXN SMILES: [ClH:16].[N:17](=[O:18])[O:19][CH2:20][CH2:21][CH:22]([CH3:23])[CH3:24].[NH2:1][c:2]1[cH:3][cH:4][n:5][n:6]1-[c:7]1[cH:8][cH:9][c:10]([CH:13]([CH3:14])[CH3:15])[cH:11][cH:12]1.[O:25]1[CH2:26][CH2:27][CH2:28][CH2:29]1>>[ClH:16].[NH2:1][c:2]1[c:3]([N:17]=[O:18])[cH:4][n:5][n:6]1-[c:7]1[cH:8][cH:9][c:10]([CH:13]([CH3:14])[CH3:15])[cH:11][cH:12]1.